This data is from the Open Reaction Database (ORD), a public repository of structured organic reaction records. The task is: describe an organic reaction: reactants, conditions, products, and yield Starting materials: ClC=1C=C(C=CC1F)N(N)C(=O)N(C)C (2-(3-chloro-4-fluorophenyl)-4,4-dimethylsemicarbazide), C=O (formaldehyde), C=O (formaldehyde), Mg2SO4. Solvent: C1=CC=CC=C1 (benzene). Conditions: time 18 hour. The product is ClC=1C=C(C=CC1F)N(N=C)C(=O)N(C)C (formaldehyde 2-(3-chloro-4-fluorophenyl)-4,4-dimethylsemicarbazone). Yield: 7.9%. Reaction SMILES: [Cl:1][C:2]1[CH:3]=[C:4]([N:9]([C:11]([N:13]([CH3:15])[CH3:14])=[O:12])[NH2:10])[CH:5]=[CH:6][C:7]=1[F:8].[CH2:16]=O>C1C=CC=CC=1>[Cl:1][C:2]1[CH:3]=[C:4]([N:9]([C:11]([N:13]([CH3:15])[CH3:14])=[O:12])[N:10]=[CH2:16])[CH:5]=[CH:6][C:7]=1[F:8]. Procedure: To a solution of 54.3 g of 2-(3-chloro-4-fluorophenyl)-4,4-dimethylsemicarbazide in 300 ml of benzene was added rapidly 40.5 g of 37% formaldehyde, followed by 240 g of Mg2SO4 at ambient temperature. After several days, an additional 40 g of 37% formaldehyde was added and the mixture was stirred for 18 hours. The resulting product was filtered and the filtrate was concentrated to dryness leaving an amber syrup which was purified by silica chromatography to yield 4.5 g of formaldehyde 2-(3-chloro... Starting materials: O=C([O-])[O-], O=C([O-])[O-], CCOc1ccc(NC(=O)c2c[nH]c3c2C(=O)CCC3)cc1, CN(C)C=O, [Cs+], [Cs+], CCI, [K+], [K+]. Product: CCOc1ccc(NC(=O)c2cn(CC)c3c2C(=O)CCC3)cc1. As a reaction SMILES: [C:23](=[O:24])([O-:25])[O-:26].[C:29](=[O:30])([O-:31])[O-:32].[CH2:1]([CH3:2])[O:3][c:4]1[cH:5][cH:6][c:7]([NH:10][C:11](=[O:12])[c:13]2[cH:14][nH:15][c:16]3[c:21]2[C:20](=[O:22])[CH2:19][CH2:18][CH2:17]3)[cH:8][cH:9]1.[CH3:38][N:39]([CH3:40])[CH:41]=[O:42].[Cs+:33].[Cs+:34].[I:35][CH2:36][CH3:37].[K+:27].[K+:28]>>[CH2:1]([CH3:2])[O:3][c:4]1[cH:5][cH:6][c:7]([NH:10][C:11](=[O:12])[c:13]2[cH:14][n:15]([CH2:36][CH3:37])[c:16]3[c:21]2[C:20](=[O:22])[CH2:19][CH2:18][CH2:17]3)[cH:8][cH:9]1. Reactants: CCOC(=O)C1=CC2C(C(OS(C)(=O)=O)C1)N2P(=O)(OCC)OCC, CCC(O)CC, CCOC(C)=O. Yields the product CCOC(=O)C1=CC(OC(CC)CC)C(NP(=O)(OCC)OCC)C(OS(C)(=O)=O)C1. RXN SMILES: [CH2:1]([CH3:2])[O:3][C:4](=[O:5])[C:6]1=[CH:7][CH:8]2[N:9]([P:18](=[O:19])([O:20][CH2:21][CH3:22])[O:23][CH2:24][CH3:25])[CH:10]2[CH:11]([O:13][S:14](=[O:15])(=[O:16])[CH3:17])[CH2:12]1.[CH3:26][CH2:27][CH:28]([CH2:29][CH3:30])[OH:31].[CH3:32][CH2:33][O:34][C:35]([CH3:36])=[O:37]>>[CH2:1]([CH3:2])[O:3][C:4](=[O:5])[C:6]1=[CH:7][CH:8]([O:31][CH:28]([CH2:27][CH3:26])[CH2:29][CH3:30])[CH:10]([NH:9][P:18](=[O:19])([O:20][CH2:21][CH3:22])[O:23][CH2:24][CH3:25])[CH:11]([O:13][S:14](=[O:15])(=[O:16])[CH3:17])[CH2:12]1.